Task: describe an organic reaction: reactants, conditions, products, and yield. Dataset: the Open Reaction Database (ORD), a public repository of structured organic reaction records Reactants: [BH4-], CC(=O)C1C(C#N)CC2CC1C2(C)C, CO, N#N, [Na+]. Product: CC(O)C1C(C#N)CC2CC1C2(C)C. As a reaction SMILES: [BH4-:15].[C:1]([CH3:2])(=[O:3])[CH:4]1[CH:5]2[C:6]([CH3:13])([CH3:14])[CH:7]([CH2:8][CH:9]1[C:10]#[N:11])[CH2:12]2.[CH3:17][OH:18].[N:19]#[N:20].[Na+:16]>>[CH:1]([CH3:2])([OH:3])[CH:4]1[CH:5]2[C:6]([CH3:13])([CH3:14])[CH:7]([CH2:8][CH:9]1[C:10]#[N:11])[CH2:12]2. The product is CNCCCOCc1ccccc1. As a reaction SMILES: [Br:3][CH2:4][CH2:5][CH2:6][O:7][CH2:8][c:9]1[cH:10][cH:11][cH:12][cH:13][cH:14]1.[CH3:1][NH2:2].[O:15]1[CH2:16][CH2:17][CH2:18][CH2:19]1>>[CH3:1][NH:2][CH2:4][CH2:5][CH2:6][O:7][CH2:8][c:9]1[cH:10][cH:11][cH:12][cH:13][cH:14]1. Reactants: BrCCCOCc1ccccc1, CN, C1CCOC1. The reactants are ClC1=C(C(=O)O)C=C(C=C1)SC (2-Chloro-5-(methylthio)-benzoic acid), N1CCOCC1 (morpholine), C([O-])([O-])=O.[K+].[K+] (potassium carbonate). The reagents and catalysts are [Cu] (Copper). Solvent: C(CCCC)O (pentanol). Conditions: time 1 hour. Yields the product CSC=1C=CC(=C(C(=O)O)C1)N1CCOCC1 (5-Methylsulfanyl-2-morpholin-4-yl-benzoic acid). Yield: 10.1%. RXN SMILES: Cl[C:2]1[CH:10]=[CH:9][C:8]([S:11][CH3:12])=[CH:7][C:3]=1[C:4]([OH:6])=[O:5].[NH:13]1[CH2:18][CH2:17][O:16][CH2:15][CH2:14]1.C(=O)([O-])[O-].[K+].[K+]>C(O)CCCC.[Cu]>[CH3:12][S:11][C:8]1[CH:9]=[CH:10][C:2]([N:13]2[CH2:18][CH2:17][O:16][CH2:15][CH2:14]2)=[C:3]([CH:7]=1)[C:4]([OH:6])=[O:5] |f:2.3.4|. Reported procedure: A mixture of 2-Chloro-5-(methylthio)-benzoic acid (1 g, 4.7 mmol), morpholine (620 ul, 7.1 mmol), potassium carbonate (1.05 g, 7.6 mmol) and Copper (24 mg, 0.38 mmol) in pentanol (6 ml) was stirred for 1 h at room temperature. The mixture was heated to 100° C and stirred for 40 minutes. The solvent was evaporated. The residue was taken up in water and acidified to pH 2. The aqueous layer was extracted twice with ethylacetate. The organic layers were combined, dried over Na2SO4, filtered and the ... Starting materials: FC1=C(C=O)C(=CC=C1)OC (2-Fluoro-6-methoxy benzaldehyde), CN1N=C(N=C1[C@H]1CNCCC1)C=1C=C2C(=NNC2=CC1)C1=CC=NC=C1 ((R)-5-(1-methyl-5-(piperidin-3-yl)-1H-1,2,4-triazol-3-yl)-3-(pyridin-4-yl)-1H-indazole), C(C)(=O)O[BH-](OC(C)=O)OC(C)=O.[Na+] (sodium triacetoxyborohydride). Run in CO (MeOH), C(Cl)Cl (CH2Cl2), O (H2O). Run at time 2 hour. Yields the product FC1=C(CN2C[C@@H](CCC2)C2=NC(=NN2C)C=2C=C3C(=NNC3=CC2)C2=CC=NC=C2)C(=CC=C1)OC ((R)-5-(5-(1-(2-fluoro-6-methoxybenzyl)piperidin-3-yl)-1-methyl-1H-1,2,4-triazol-3-yl)-3-(pyridin-4-yl)-1H-indazole). Yield: 63.6%. RXN SMILES: [F:1][C:2]1[CH:9]=[CH:8][CH:7]=[C:6]([O:10][CH3:11])[C:3]=1[CH:4]=O.[CH3:12][N:13]1[C:17]([C@@H:18]2[CH2:23][CH2:22][CH2:21][NH:20][CH2:19]2)=[N:16][C:15]([C:24]2[CH:25]=[C:26]3[C:30](=[CH:31][CH:32]=2)[NH:29][N:28]=[C:27]3[C:33]2[CH:38]=[CH:37][N:36]=[CH:35][CH:34]=2)=[N:14]1.C(O[BH-](OC(=O)C)OC(=O)C)(=O)C.[Na+]>CO.C(Cl)Cl.O>[F:1][C:2]1[CH:9]=[CH:8][CH:7]=[C:6]([O:10][CH3:11])[C:3]=1[CH2:4][N:20]1[CH2:21][CH2:22][CH2:23][C@@H:18]([C:17]2[N:13]([CH3:12])[N:14]=[C:15]([C:24]3[CH:25]=[C:26]4[C:30](=[CH:31][CH:32]=3)[NH:29][N:28]=[C:27]4[C:33]3[CH:34]=[CH:35][N:36]=[CH:37][CH:38]=3)[N:16]=2)[CH2:19]1 |f:2.3|. Procedure details: Added 2-Fluoro-6-methoxy benzaldehyde (20 mg, 0.129 mmol) to a solution of (R)-5-(1-methyl-5-(piperidin-3-yl)-1H-1,2,4-triazol-3-yl)-3-(pyridin-4-yl)-1H-indazole (15 mg, 0.0379 mmol) and sodium triacetoxyborohydride (25 mg, 0.118 mmol) in MeOH (4 ml) at room temperature, then stirred for 2 hours. Reaction was diluted with CH2Cl2 (50 ml) and H2O (25 ml), organic layer was separated, dried over Na2SO4, filtered and solvent evaporated. The residue was chromatographed on silica gel eluting with 5% v... Starting materials: COC(=O)c1cccc2[nH]c3c(c12)C(=O)CCC3, CCOC(C)=O, Clc1ccccc1CBr, CN(C)C=O. Yields the product COC(=O)c1cccc2c1c1c(n2Cc2ccccc2Cl)CCCC1=O. As a reaction SMILES: [C:1](=[O:2])([O:3][CH3:4])[c:5]1[c:6]2[c:7]3[c:12]([nH:13][c:14]2[cH:15][cH:16][cH:17]1)[CH2:11][CH2:10][CH2:9][C:8]3=[O:18].[CH3:33][CH2:34][O:35][C:36](=[O:37])[CH3:38].[Cl:19][c:20]1[c:21]([CH2:22][Br:23])[cH:24][cH:25][cH:26][cH:27]1.[O:28]=[CH:29][N:30]([CH3:31])[CH3:32]>>[C:1](=[O:2])([O:3][CH3:4])[c:5]1[c:6]2[c:7]3[c:12]([n:13]([CH2:22][c:21]4[c:20]([Cl:19])[cH:27][cH:26][cH:25][cH:24]4)[c:14]2[cH:15][cH:16][cH:17]1)[CH2:11][CH2:10][CH2:9][C:8]3=[O:18]. The reactants are CCOC(=O)C=Cc1c(Oc2ccc(N)cc2)ccnc1N, O=C=Nc1ccc(F)cc1, C1CCOC1. Yields the product CCOC(=O)C=Cc1c(Oc2ccc(NC(=O)Nc3ccc(F)cc3)cc2)ccnc1N. As a reaction SMILES: [CH2:1]([CH3:2])[O:3][C:4]([CH:5]=[CH:6][c:7]1[c:8]([NH2:21])[n:9][cH:10][cH:11][c:12]1[O:13][c:14]1[cH:15][cH:16][c:17]([NH2:20])[cH:18][cH:19]1)=[O:22].[F:23][c:24]1[cH:25][cH:26][c:27]([N:30]=[C:31]=[O:32])[cH:28][cH:29]1.[O:33]1[CH2:34][CH2:35][CH2:36][CH2:37]1>>[CH2:1]([CH3:2])[O:3][C:4]([CH:5]=[CH:6][c:7]1[c:8]([NH2:21])[n:9][cH:10][cH:11][c:12]1[O:13][c:14]1[cH:15][cH:16][c:17]([NH:20][C:31]([NH:30][c:27]2[cH:26][cH:25][c:24]([F:23])[cH:29][cH:28]2)=[O:32])[cH:18][cH:19]1)=[O:22]. RXN SMILES: [Br:1][C:2]1[CH:3]=[C:4]([N+:8]([O-:10])=[O:9])[CH:5]=[CH:6][CH:7]=1.CO[NH3+:13].[Cl-].CC(C)([O-])C.[K+]>CN(C=O)C.[Cu]Cl>[NH2:13][C:3]1[C:2]([Br:1])=[CH:7][CH:6]=[CH:5][C:4]=1[N+:8]([O-:10])=[O:9] |f:1.2,3.4|. Product: NC1=C(C=CC=C1Br)[N+](=O)[O-] (2-amino-3-bromonitrobenzene). Isolated yield 5.5%. Reagents/catalysts: [Cu]Cl (copper (I) chloride). Solvent: CN(C)C=O (DMF). Procedure: A mixture of 3-bromonitrobenzene (6.06 g, 30 mmol) and o-methylhydroxylamine hydrochloride (3.13 g, 37.5 mmol) were reacted in the presence of copper (I) chloride (0.59 g, 6 mmol) and potassium t-butoxide (10.1 g, 90 mmol) in DMF (75 mL). Aqueous work-up and chromatography gave 2-amino-3-bromonitrobenzene (0.36 g, 6%) as an orange powder. 1H NMR (CDCl3) δ 6.60 (t, 1H, J=9 Hz), 7.70 (d, 1H, J=9 Hz), 8.14 (d, 1H, J=9 Hz). Starting materials: BrC=1C=C(C=CC1)[N+](=O)[O-] (3-bromonitrobenzene), CO[NH3+].[Cl-] (o-methylhydroxylamine hydrochloride), CC(C)([O-])C.[K+] (potassium t-butoxide).